Dataset: the Open Reaction Database (ORD), a public repository of structured organic reaction records. Task: describe an organic reaction: reactants, conditions, products, and yield Reactants: [I-].[K+] (potassium iodide), Cl (hydrochloric acid), C1(=CC=CC=C1)C1=C(N)C=C(C=C1)C1=CC=CC=C1 (2,5-diphenylanilin), S(=O)(O)S(=O)[O-].[Na+] (Sodium hydrogen dithionite), N(=O)[O-].[Na+] (sodium nitrite). Run in C(Cl)Cl (methylene chloride). Reaction conditions: temperature 80 celsius, time 2.5 hour. Yields the product C1(=CC=CC=C1)C1=C(C=C(C=C1)C1=CC=CC=C1)I (2,5-diphenyliodobenzene). Yield: 67.0%. RXN SMILES: Cl.[C:2]1([C:8]2[CH:14]=[CH:13][C:12]([C:15]3[CH:20]=[CH:19][CH:18]=[CH:17][CH:16]=3)=[CH:11][C:9]=2N)[CH:7]=[CH:6][CH:5]=[CH:4][CH:3]=1.N([O-])=O.[Na+].[I-:25].[K+].S(S([O-])=O)(O)=O.[Na+]>C(Cl)Cl>[C:2]1([C:8]2[CH:14]=[CH:13][C:12]([C:15]3[CH:20]=[CH:19][CH:18]=[CH:17][CH:16]=3)=[CH:11][C:9]=2[I:25])[CH:7]=[CH:6][CH:5]=[CH:4][CH:3]=1 |f:2.3,4.5,6.7|. Procedure details: 3N hydrochloric acid (300 milliliters) was added to 2,5-diphenylanilin obtained in the foregoing (25 g, 101.91 mmol, 1.0 equivalent), and the mixture was stirred at 80° C. for 2.5 hours. After that, the mixture was cooled to room temperature. After that, the mixture was further cooled to 5° C. While the temperature of the mixture was kept at 10° C. or lower (5 to 8° C.), an aqueous solution of sodium nitrite (NaNO2: 8.43 g, 122.29 mmol, 1.2 equivalents, H2O: 60 milliliters) was slowly added to t... Reactants: COc1ccc2c(c1)NC(=O)C21CCCn2cncc21, CN(C)C=O, COC(=O)Cl, [H-], [Na+], O. Product: COC(=O)N1C(=O)C2(CCCn3cncc32)c2ccc(OC)cc21. As a reaction SMILES: [CH3:1][O:2][c:3]1[cH:4][cH:5][c:6]2[c:7]([cH:8]1)[NH:9][C:10](=[O:20])[C:11]21[c:12]2[n:13]([cH:17][n:18][cH:19]2)[CH2:14][CH2:15][CH2:16]1.[CH:28]([N:29]([CH3:30])[CH3:31])=[O:32].[Cl:23][C:24](=[O:25])[O:26][CH3:27].[H-:21].[Na+:22].[OH2:33]>>[CH3:1][O:2][c:3]1[cH:4][cH:5][c:6]2[c:7]([cH:8]1)[N:9]([C:24](=[O:25])[O:26][CH3:27])[C:10](=[O:20])[C:11]21[c:12]2[n:13]([cH:17][n:18][cH:19]2)[CH2:14][CH2:15][CH2:16]1.